Dataset: the Open Reaction Database (ORD), a public repository of structured organic reaction records. Task: describe an organic reaction: reactants, conditions, products, and yield As a reaction SMILES: [Br-:11].[CH3:16][c:17]1[cH:18][cH:19][cH:20][cH:21][cH:22]1.[CH:12]1([Mg+:15])[CH2:13][CH2:14]1.[Cl:1][c:2]1[c:3]2[c:4]([n:5][cH:6][n:7]1)[nH:8][cH:9][cH:10]2>>[c:2]1([CH:12]2[CH2:13][CH2:14]2)[c:3]2[c:4]([n:5][cH:6][n:7]1)[nH:8][cH:9][cH:10]2. Reactants: [Br-], Cc1ccccc1, [Mg+]C1CC1, Clc1ncnc2[nH]ccc12. The product is c1nc(C2CC2)c2cc[nH]c2n1. Procedure: The product was prepared analogously to Example 7.1e starting from 1-[2-(4-iodophenoxy)ethyl]-4-methylpiperidine and 5-bromo-2-ethynylpyridine. Yield: 1.00 g (62% of theoretical); C21H23BrN2O (M=399.324); calc.: molpeak (M+H)+: 399/401 (Br); found: molpeak (M+H)+: 399/401 (Br); HPLC-MS: 4.64 minutes (method A). The reactants are IC1=CC=C(OCCN2CCC(CC2)C)C=C1 (1-[2-(4-iodophenoxy)ethyl]-4-methylpiperidine), BrC=1C=CC(=NC1)C#C (5-bromo-2-ethynylpyridine). The product is BrC=1C=CC(=NC1)C#CC1=CC=C(C=C1)OCCN1CCC(CC1)C (5-bromo-2-{4-[2-(4-methylpiperidin-1-yl)ethoxy]phenylethynyl}pyridine). As a reaction SMILES: I[C:2]1[CH:17]=[CH:16][C:5]([O:6][CH2:7][CH2:8][N:9]2[CH2:14][CH2:13][CH:12]([CH3:15])[CH2:11][CH2:10]2)=[CH:4][CH:3]=1.[Br:18][C:19]1[CH:20]=[CH:21][C:22]([C:25]#[CH:26])=[N:23][CH:24]=1>>[Br:18][C:19]1[CH:20]=[CH:21][C:22]([C:25]#[C:26][C:2]2[CH:17]=[CH:16][C:5]([O:6][CH2:7][CH2:8][N:9]3[CH2:14][CH2:13][CH:12]([CH3:15])[CH2:11][CH2:10]3)=[CH:4][CH:3]=2)=[N:23][CH:24]=1. Reactants: N1C=C(C2=CC=CC=C12)C(=O)O (indole-3-carboxylic acid), CN1CCC(CC1)CN (N-(1-methyl-4-piperidyl)methylamine), C(CCC)N1CCC(CC1)CNC(=O)C1=CNC2=CC=CC=C12 (N-[(1-n butyl-4-piperidyl)methyl] indole-3-carboxamide). The product is CN1CCC(CC1)CNC(=O)C1=CNC2=CC=CC=C12 (N-[(1-Methyl-4-piperidyl)methyl]indole-3-carboxamide), CN1CCC(CC1)CNC(=O)C1=C2N(C=3C=CC=CC13)CCCO2 (N-[(1-Methyl-4-piperidyl)methyl]-3,4-dihydro-2H-[1,3]oxazino[3,2-a]indole-10-carboxamide). As a reaction SMILES: N1C2C(=CC=CC=2)[C:3]([C:10](O)=[O:11])=[CH:2]1.CN1CCC(CN)CC1.[CH2:22]([N:26]1[CH2:31][CH2:30][CH:29]([CH2:32][NH:33][C:34]([C:36]2[C:44]3[C:39](=[CH:40][CH:41]=[CH:42][CH:43]=3)[NH:38][CH:37]=2)=[O:35])[CH2:28][CH2:27]1)CCC>>[CH3:22][N:26]1[CH2:31][CH2:30][CH:29]([CH2:32][NH:33][C:34]([C:36]2[C:44]3[C:39](=[CH:40][CH:41]=[CH:42][CH:43]=3)[NH:38][CH:37]=2)=[O:35])[CH2:28][CH2:27]1.[CH3:22][N:26]1[CH2:31][CH2:30][CH:29]([CH2:32][NH:33][C:34]([C:36]2[C:44]3[CH:43]=[CH:42][CH:41]=[CH:40][C:39]=3[N:38]3[CH2:2][CH2:3][CH2:10][O:11][C:37]=23)=[O:35])[CH2:28][CH2:27]1. Procedure details: N-[(1-Methyl-4-piperidyl)methyl]indole-3-carboxamide was prepared from indole-3-carboxylic acid and N-(1-methyl-4-piperidyl)methylamine using an analogous method to Description 1b and then converted to the title compound using an similar procedure to Example 3 (method 2). Starting materials: C1(CC1)NC1=NC=C(C(=N1)OC)C1=NC(=C(C=C1)OC1=CC(=NC=C1)C=1C=NN(C1)C)C (N-cyclopropyl-4-methoxy-5-(6-methyl-5-((2-(1-methyl-1H-pyrazol-4-yl)pyridin-4-yl)oxy)pyridin-2-yl)pyrimidin-2-amine), Br (HBr). The solvent is C(C)(=O)O (acetic acid). Reaction conditions: temperature 90 celsius, time 8 hour. The product is C1(CC1)NC1=NC=C(C(N1)=O)C1=NC(=C(C=C1)OC1=CC(=NC=C1)C=1C=NN(C1)C)C (2-(cyclopropylamino)-5-(6-methyl-5-((2-(1-methyl-1H-pyrazol-4-yl)pyridin-4-yl)oxy)pyridin-2-yl)pyrimidin-4(3H)-one). Yield: 44.1%. RXN SMILES: [CH:1]1([NH:4][C:5]2[N:10]=[C:9]([O:11]C)[C:8]([C:13]3[CH:18]=[CH:17][C:16]([O:19][C:20]4[CH:25]=[CH:24][N:23]=[C:22]([C:26]5[CH:27]=[N:28][N:29]([CH3:31])[CH:30]=5)[CH:21]=4)=[C:15]([CH3:32])[N:14]=3)=[CH:7][N:6]=2)[CH2:3][CH2:2]1.Br>C(O)(=O)C>[CH:1]1([NH:4][C:5]2[NH:10][C:9](=[O:11])[C:8]([C:13]3[CH:18]=[CH:17][C:16]([O:19][C:20]4[CH:25]=[CH:24][N:23]=[C:22]([C:26]5[CH:27]=[N:28][N:29]([CH3:31])[CH:30]=5)[CH:21]=4)=[C:15]([CH3:32])[N:14]=3)=[CH:7][N:6]=2)[CH2:3][CH2:2]1. Reported procedure: A solution of N-cyclopropyl-4-methoxy-5-(6-methyl-5-((2-(1-methyl-1H-pyrazol-4-yl)pyridin-4-yl)oxy)pyridin-2-yl)pyrimidin-2-amine (0.082 g, 0.191 mmol) in acetic acid (2 mL) was treated with HBr (0.087 mL, 0.764 mmol) and heated at 90° C. for 4 h. The mixture was cooled to RT, treated with ice, neutralized with satd. NaHCO3 and extracted with EtOAc (3×). The combined organics were washed with brine, dried over MgSO4, concentrated to dryness, treated with MeCN, sonicated, heated to near-boiling a... The reactants are alkali metal alkanoate, C(CC)(=O)[O-].[Na+] (sodium propionate), ( III ), C(C1=CC=CC=C1)OCC(CCl)OCOC(CC)=O (1-benzyloxy-3-chloro-2-(propionyloxy)methoxypropane). Reagents/catalysts: [Cl-].C(CCC)[P+](CCCC)(CCCC)CCCC (tetrabutylphosphonium chloride), [Cl-].C(CCC)[P+](CCCC)(CCCC)CCCC (tetrabutylphosphonium chloride). The solvent is C1(=CC=CC=C1)C (toluene). Conditions: temperature 90 celsius. Product: C(C1=CC=CC=C1)OCC(COC(CC)=O)OCOC(CC)=O (1-benzyloxy-3-propionyloxy-2-(propionyloxy)methoxy propane). As a reaction SMILES: [CH2:1]([O:8][CH2:9][CH:10]([O:13][CH2:14][O:15][C:16](=[O:19])[CH2:17][CH3:18])[CH2:11]Cl)[C:2]1[CH:7]=[CH:6][CH:5]=[CH:4][CH:3]=1.[C:20]([O-:24])(=[O:23])[CH2:21][CH3:22].[Na+]>[Cl-].C([P+](CCCC)(CCCC)CCCC)CCC.C1(C)C=CC=CC=1>[CH2:1]([O:8][CH2:9][CH:10]([O:13][CH2:14][O:15][C:16](=[O:19])[CH2:17][CH3:18])[CH2:11][O:24][C:20](=[O:23])[CH2:21][CH3:22])[C:2]1[CH:7]=[CH:6][CH:5]=[CH:4][CH:3]=1 |f:1.2,3.4|. Procedure details: Epichlorohydrin is reacted with benzyl alcohol in the presence of tetrabutylammonium bisulfate in aqueous sodium hydroxide, at room temperature. The product of this reaction, benzyl glycidyl ether, is isolated by conventional means and is then added slowly to a suspension of lithium chloride in tetrahydrofuran and acetic acid, at 40°-70° C., preferably below 60° C. The reaction mixture is allowed to cool to room temperature, and stirred for 2-10 hours, preferably 3-6 hours. The product is isolat... The reactants are O=C([O-])[O-], COc1cc(Cc2cnc(N)nc2N)cc(I)c1OC, CN(C)c1ccc(OB(O)O)cc1, [K+], [K+], C1COCCO1. The product is COc1cc(Cc2cnc(N)nc2N)cc(-c2ccc(N(C)C)cc2)c1OC. RXN SMILES: [C:34](=[O:35])([O-:36])[O-:37].[CH3:1][O:2][c:3]1[cH:4][c:5]([CH2:6][c:7]2[c:8]([NH2:14])[n:9][c:10]([NH2:13])[n:11][cH:12]2)[cH:15][c:16]([I:20])[c:17]1[O:18][CH3:19].[CH3:21][N:22]([c:23]1[cH:24][cH:25][c:26]([O:29][B:30]([OH:31])[OH:32])[cH:27][cH:28]1)[CH3:33].[K+:38].[K+:39].[O:40]1[CH2:41][CH2:42][O:43][CH2:44][CH2:45]1>>[CH3:1][O:2][c:3]1[cH:4][c:5]([CH2:6][c:7]2[c:8]([NH2:14])[n:9][c:10]([NH2:13])[n:11][cH:12]2)[cH:15][c:16](-[c:26]2[cH:25][cH:24][c:23]([N:22]([CH3:21])[CH3:33])[cH:28][cH:27]2)[c:17]1[O:18][CH3:19].